Dataset: the Open Reaction Database (ORD), a public repository of structured organic reaction records. Task: describe an organic reaction: reactants, conditions, products, and yield Reactants: CN(C=CC1=C(C(N(C(N1C)=O)CCCOC1OCCCC1)=O)[N+](=O)[O-])C (6-(2-(dimethylamino)vinyl)-1-methyl-5-nitro-3-(3-((tetrahydro-2H-pyran-2-yl)oxy)propyl)pyrimidine-2,4(1H,3H)-dione). Reagents/catalysts: [Zn] (Zn). Solvent: CC(=O)O (HOAc), O (water). Reaction conditions: temperature 100 celsius. The product is C(C)(=O)OCCCN1C(N(C2=C(C1=O)NC=C2)C)=O (3-(1-methyl-2,4-dioxo-1H-pyrrolo[3,2-d]pyrimidin-3(2H,4H,5H)-yl)propyl acetate). The yield is 56.5%. Reaction SMILES: CN(C)[CH:3]=[CH:4][C:5]1[N:10]([CH3:11])[C:9](=[O:12])[N:8]([CH2:13][CH2:14][CH2:15][O:16][CH:17]2[CH2:22]CCC[O:18]2)[C:7](=[O:23])[C:6]=1[N+:24]([O-])=O>CC(O)=O.O.[Zn]>[C:17]([O:16][CH2:15][CH2:14][CH2:13][N:8]1[C:7](=[O:23])[C:6]2[NH:24][CH:3]=[CH:4][C:5]=2[N:10]([CH3:11])[C:9]1=[O:12])(=[O:18])[CH3:22]. Procedure: To a solution of 6-(2-(dimethylamino)vinyl)-1-methyl-5-nitro-3-(3-((tetrahydro-2H-pyran-2-yl)oxy)propyl)pyrimidine-2,4(1H,3H)-dione (530 mg, 1.4 mmol) in HOAc (5 mL) was added Zn dust (910 mg, 14 mmol). The reaction was heated at 100° C. for 2 h, cooled to RT, diluted with water (10 mL) and extracted with EA (3×20 mL). The combined organic layers were dried over Na2SO4 and concentrated to a residue which was purified by chromatography eluted with PE/EA (1:1) to give 3-(1-methyl-2,4-dioxo-1H-pyrr...